From a dataset of the Open Reaction Database (ORD), a public repository of structured organic reaction records. describe an organic reaction: reactants, conditions, products, and yield Starting materials: CC(C1=CC=CC=C1)(C)C1=C(C(C(=O)O)=CC(=C1)C(C1=CC=CC=C1)(C)C)O (3,5-di(α,α-dimethylbenzyl)salicylic acid), C1(=CC=CC=C1)C1=C(C(C(=O)O)=CC(=C1)C(C1=CC=C(C=C1)C(C1=CC=CC=C1)(C)C)(C)C)O (3-phenyl-5-[4'-(α,α-dimethylbenzyl)-α,α-dimethylbenzyl]salicylic acid), C1(=CC=CC=C1)C1=C(C(C(=O)O)=CC(=C1)C(C1=CC=CC=C1)(C)C)O (3-phenyl-5-(α,α-dimethylbenzyl)salicylic acid), 4'(α,α-dimethylbenzyl)-phenyl-5-(α,α-dimethylbenzyl)salicylic acid, C1(CCCCC1)C1=C(C(C(=O)O)=CC(=C1)C(C1=CC=CC=C1)(C)C)O (3-cyclohexyl-5-(α,α-dimethylbenzyl)salicylic acid). Product: OC=1C(=CC2=CC=CC=C2C1C1=C(C(=CC=C1)C(=O)O)O)C(=O)O (3-hydroxy-4-(2'-hydroxy-3'-carboxyphenyl) 2-naphthoic acid). Reaction SMILES: [CH3:1][C:2]([C:10]1[CH:18]=[C:17](C(C)(C)C2C=CC=CC=2)[CH:16]=[C:12]([C:13]([OH:15])=[O:14])[C:11]=1[OH:28])(C)[C:3]1[CH:8]=[CH:7][CH:6]=[CH:5][CH:4]=1.C1(C2C=C(C(C)(C)C3C=CC=CC=3)C=[C:37]([C:38]([OH:40])=[O:39])[C:36]=2O)CCCCC1.C1(C2C=C(C(C)(C)C3C=CC(C(C)(C)C4C=CC=CC=4)=CC=3)C=C(C(O)=[O:64])C=2O)C=CC=CC=1.C1(C2C=C(C(C)(C)C3C=CC=CC=3)C=C(C(O)=O)C=2O)C=CC=CC=1>>[OH:64][C:1]1[C:37]([C:38]([OH:40])=[O:39])=[CH:36][C:8]2[C:3]([C:2]=1[C:10]1[CH:18]=[CH:17][CH:16]=[C:12]([C:13]([OH:15])=[O:14])[C:11]=1[OH:28])=[CH:4][CH:5]=[CH:6][CH:7]=2. Procedure: Of the above compounds, 3,5-di(α,α-dimethylbenzyl)salicylic acid, 3-[4'(α,α-dimethylbenzyl)-phenyl-5-(α,α-dimethylbenzyl)salicylic acid, 3-cyclohexyl-5-(α,α-dimethylbenzyl)salicylic acid, 3-phenyl-5-[4'-(α,α-dimethylbenzyl)-α,α-dimethylbenzyl]salicylic acid, and 3-phenyl-5-(α,α-dimethylbenzyl)salicylic acid are said to be most preferred.